From a dataset of the Open Reaction Database (ORD), a public repository of structured organic reaction records. describe an organic reaction: reactants, conditions, products, and yield The reactants are FC=1C=CC2=C(C=C(O2)C2=NC3=CC=C(C=C3N=C2N2[C@H](CCC2)COC)C(=O)OC)C1 (methyl 2-(5-fluoro-1-benzofuran-2-yl)-3-[(2R)-2-(methoxymethyl)pyrrolidin-1-yl]quinoxaline-6-carboxylate), [OH-].[Na+] (sodium hydroxide). Run in CO (methanol), O (water). Reaction conditions: time 8 hour. Yields the product FC=1C=CC2=C(C=C(O2)C2=NC3=CC=C(C=C3N=C2N2[C@H](CCC2)COC)C(=O)O)C1 (2-(5-fluoro-1-benzofuran-2-yl)-3-[(2R)-2-(methoxymethyl)pyrrolidin-1-yl]quinoxaline-6-carboxylic acid). Isolated yield 76.5%. As a reaction SMILES: [F:1][C:2]1[CH:3]=[CH:4][C:5]2[O:9][C:8]([C:10]3[C:19]([N:20]4[CH2:24][CH2:23][CH2:22][C@@H:21]4[CH2:25][O:26][CH3:27])=[N:18][C:17]4[C:12](=[CH:13][CH:14]=[C:15]([C:28]([O:30]C)=[O:29])[CH:16]=4)[N:11]=3)=[CH:7][C:6]=2[CH:32]=1.[OH-].[Na+]>CO.O>[F:1][C:2]1[CH:3]=[CH:4][C:5]2[O:9][C:8]([C:10]3[C:19]([N:20]4[CH2:24][CH2:23][CH2:22][C@@H:21]4[CH2:25][O:26][CH3:27])=[N:18][C:17]4[C:12](=[CH:13][CH:14]=[C:15]([C:28]([OH:30])=[O:29])[CH:16]=4)[N:11]=3)=[CH:7][C:6]=2[CH:32]=1 |f:1.2|. Procedure details: To a solution of methyl 2-(5-fluoro-1-benzofuran-2-yl)-3-[(2R)-2-(methoxymethyl)pyrrolidin-1-yl]quinoxaline-6-carboxylate (135 mg, 0.31 mmol) in methanol (35.0 mL) and water (1.0 mL) was added sodium hydroxide (55 mg, 1.38 mmol) with stirring overnight at room temperature. The reaction mixture was concentrated in vacuo, dissolved in water (30.0 mL), adjusted pH to 4 with HCl (3N) to give the precipitate, which was collected by filtration to afford 2-(5-fluoro-1-benzofuran-2-yl)-3-[(2R)-2-(methox... Starting materials: CC(Oc1ncc(NC(=O)OC(C)(C)C)cc1-c1ccc(Cl)cc1)C(F)(F)F, O=C(O)C(F)(F)F. The product is CC(Oc1ncc(N)cc1-c1ccc(Cl)cc1)C(F)(F)F. As a reaction SMILES: [Cl:8][c:9]1[cH:10][cH:11][c:12](-[c:15]2[cH:16][c:17]([NH:28][C:29](=[O:30])[O:31][C:32]([CH3:33])([CH3:34])[CH3:35])[cH:18][n:19][c:20]2[O:21][CH:22]([C:23]([F:24])([F:25])[F:26])[CH3:27])[cH:13][cH:14]1.[OH:1][C:2]([C:3]([F:4])([F:5])[F:6])=[O:7]>>[Cl:8][c:9]1[cH:10][cH:11][c:12](-[c:15]2[cH:16][c:17]([NH2:28])[cH:18][n:19][c:20]2[O:21][CH:22]([C:23]([F:24])([F:25])[F:26])[CH3:27])[cH:13][cH:14]1.